Dataset: the Open Reaction Database (ORD), a public repository of structured organic reaction records. Task: describe an organic reaction: reactants, conditions, products, and yield The reactants are CO, Cc1c(NC=O)cc(C(N)=O)c2nc[nH]c12, Cl. Yields the product Cc1c(N)cc(C(N)=O)c2nc[nH]c12. As a reaction SMILES: [CH3:18][OH:19].[CH:1](=[O:2])[NH:3][c:4]1[cH:5][c:6]([C:14](=[O:15])[NH2:16])[c:7]2[c:8]([nH:9][cH:10][n:11]2)[c:12]1[CH3:13].[ClH:17]>>[NH2:3][c:4]1[cH:5][c:6]([C:14](=[O:15])[NH2:16])[c:7]2[c:8]([nH:9][cH:10][n:11]2)[c:12]1[CH3:13]. Product: C(C)(C)(C)OC(=O)N1CCN(CC1)C(=O)C1CCN(CC1)C1=NC=NC(=C1)Cl (1-(tert-butoxycarbonyl)-4-[1-(6-chloro-pyrimidin-4-yl)-piperidin-4-ylcarbonyl]piperazine). Yield: 89.5%. The reactants are ClC1=NC=NC(=C1)Cl (4,6-dichloropyrimidine), C(C)(C)(C)OC(=O)N1CCN(CC1)C(=O)C1CCNCC1 (1-(tert-butoxycarbonyl)-4-(-4-piperidylcarbonyl)piperazine), C(O)([O-])=O.[Na+] (sodium hydrogen carbonate). As a reaction SMILES: Cl[C:2]1[CH:7]=[C:6]([Cl:8])[N:5]=[CH:4][N:3]=1.[C:9]([O:13][C:14]([N:16]1[CH2:21][CH2:20][N:19]([C:22]([CH:24]2[CH2:29][CH2:28][NH:27][CH2:26][CH2:25]2)=[O:23])[CH2:18][CH2:17]1)=[O:15])([CH3:12])([CH3:11])[CH3:10].C(=O)([O-])O.[Na+]>C(O)C>[C:9]([O:13][C:14]([N:16]1[CH2:17][CH2:18][N:19]([C:22]([CH:24]2[CH2:29][CH2:28][N:27]([C:2]3[CH:7]=[C:6]([Cl:8])[N:5]=[CH:4][N:3]=3)[CH2:26][CH2:25]2)=[O:23])[CH2:20][CH2:21]1)=[O:15])([CH3:12])([CH3:10])[CH3:11] |f:2.3|. Procedure: A solution of 4,6-dichloropyrimidine (3.60 g), 1-(tert-butoxycarbonyl)-4-(-4-piperidylcarbonyl)piperazine (6.00 g) and sodium hydrogen carbonate (4.20 g) in ethanol (100 ml) was heated at reflux for 6 hours. Solvent was evaporated and the residue dissolved in ethyl acetate and washed with water, dried (Na2SO4) and evaporated. The residue was recrystallised from ethyl acetate to give, as a solid 1-(tert-butoxycarbonyl)-4-[1-(6-chloro-pyrimidin-4-yl)-piperidin-4-ylcarbonyl]piperazine (7.40 g). The solvent is C(C)O (ethanol).